Dataset: the Open Reaction Database (ORD), a public repository of structured organic reaction records. Task: describe an organic reaction: reactants, conditions, products, and yield Reactants: CCOC(=O)c1ccc(OCc2ccccc2)cc1, CO, [K+], [OH-]. Product: O=C(O)c1ccc(OCc2ccccc2)cc1. As a reaction SMILES: [CH2:3]([c:4]1[cH:5][cH:6][cH:7][cH:8][cH:9]1)[O:10][c:11]1[cH:12][cH:13][c:14]([C:15](=[O:16])[O:17][CH2:18][CH3:19])[cH:20][cH:21]1.[CH3:22][OH:23].[K+:2].[OH-:1]>>[CH2:3]([c:4]1[cH:5][cH:6][cH:7][cH:8][cH:9]1)[O:10][c:11]1[cH:12][cH:13][c:14]([C:15](=[O:16])[OH:17])[cH:20][cH:21]1. Starting materials: [Li]CCCC, C1CCOC1, CC1CC(=O)CCO1, CC(C)NC(C)C, [Cl-], Clc1nccs1, [NH4+]. Yields the product CC1CC(O)(c2cnc(Cl)s2)CCO1. Reaction SMILES: [CH2:1]([Li:2])[CH2:3][CH2:4][CH3:5].[CH2:29]1[O:30][CH2:31][CH2:32][CH2:33]1.[CH3:19][CH:20]1[O:21][CH2:22][CH2:23][C:24](=[O:26])[CH2:25]1.[CH:6]([NH:7][CH:8]([CH3:9])[CH3:10])([CH3:11])[CH3:12].[Cl-:27].[Cl:13][c:14]1[n:15][cH:16][cH:17][s:18]1.[NH4+:28]>>[Cl:13][c:14]1[n:15][cH:16][c:17]([C:24]2([OH:26])[CH2:23][CH2:22][O:21][CH:20]([CH3:19])[CH2:25]2)[s:18]1. The reactants are [H][H] (hydrogen), OC1=C(C(C=CC2=CC=C(C=C2)OCOC)=O)C(=CC(=C1)OCOC)OCOC (2'-hydroxy-4,4',6'-tris(methoxymethoxy)chalcone). Reagents/catalysts: [Pd] (palladium/carbon). Solvent: C(C)(=O)OCC (ethyl acetate), C(C)(=O)OCC (ethyl acetate). Product: OC1=C(C(=CC(=C1)OCOC)OCOC)C(CCC1=CC=C(C=C1)OCOC)=O (1-[2-hydroxy-4,6-bis(methoxymethoxy)phenyl]-3-(4-methoxymethoxyphenyl)-1-propanone). Yield: 91.8%. Reaction SMILES: [H][H].[OH:3][C:4]1[CH:23]=[C:22]([O:24][CH2:25][O:26][CH3:27])[CH:21]=[C:20]([O:28][CH2:29][O:30][CH3:31])[C:5]=1[C:6](=[O:19])[CH:7]=[CH:8][C:9]1[CH:14]=[CH:13][C:12]([O:15][CH2:16][O:17][CH3:18])=[CH:11][CH:10]=1>C(OCC)(=O)C.[Pd]>[OH:3][C:4]1[CH:23]=[C:22]([O:24][CH2:25][O:26][CH3:27])[CH:21]=[C:20]([O:28][CH2:29][O:30][CH3:31])[C:5]=1[C:6](=[O:19])[CH2:7][CH2:8][C:9]1[CH:10]=[CH:11][C:12]([O:15][CH2:16][O:17][CH3:18])=[CH:13][CH:14]=1. Reported procedure: Then, a suspension of 4.10 g of 5% palladium/carbon in 50 ml of ethyl acetate was saturated with hydrogen, and 60 ml of an ethyl acetate solution of 6.61 g of 2'-hydroxy-4,4',6'-tris(methoxymethoxy)chalcone was added to the suspension and hydrogenation was carried out. After the reaction, the reaction liquid was filtered and concentrated under a reduced pressure to obtain 6.10 g (yield=91.8%) of 1-[2-hydroxy-4,6-bis(methoxymethoxy)phenyl]-3-(4-methoxymethoxyphenyl)-1-propanone.